This data is from the Open Reaction Database (ORD), a public repository of structured organic reaction records. The task is: describe an organic reaction: reactants, conditions, products, and yield The reactants are C(C)(C)(C)OC(=O)N1CCC=2C(=NNC2CC1)C1=CC=C(C=C1)Cl (3-(4-chloro-phenyl)-4,5,7,8-tetrahydro-1H-1,2,6-triaza-azulene-6-carboxylic acid tert-butyl ester), FC1=C(CCl)C(=CC=C1)F (2,6-difluorobenzyl chloride), C(C)(C)(C)OC(=O)N1CCC2=C(N(N=C2CC1)CC1=C(C=CC=C1F)F)C1=CC=C(C=C1)Cl (3-(4-chloro-phenyl)-2-(2,6-difluoro-benzyl)-4,5,7,8-tetrahydro-2H-1,2,6-triaza-azulene-6-carboxylic acid tert-butyl ester). The product is ClC1=CC=C(C=C1)C1=NN(C=2CCNCCC12)CC1=C(C=CC=C1F)F (3-(4-Chloro-phenyl)-1-(2,6-difluoro-benzyl)-1,4,5,6,7,8-hexahydro-1,2,6-triaza-azulene). Yield: 18.7%. Reaction SMILES: C(OC([N:8]1[CH2:17][CH2:16][C:15]2[NH:14][N:13]=[C:12]([C:18]3[CH:23]=[CH:22][C:21]([Cl:24])=[CH:20][CH:19]=3)[C:11]=2[CH2:10][CH2:9]1)=O)(C)(C)C.[F:25][C:26]1[CH:33]=[CH:32][CH:31]=[C:30]([F:34])[C:27]=1[CH2:28]Cl.C(OC(N1CCC2C(=C(C3C=CC(Cl)=CC=3)N(CC3C(F)=CC=CC=3F)N=2)CC1)=O)(C)(C)C>>[Cl:24][C:21]1[CH:20]=[CH:19][C:18]([C:12]2[C:11]3[CH2:10][CH2:9][NH:8][CH2:17][CH2:16][C:15]=3[N:14]([CH2:28][C:27]3[C:26]([F:25])=[CH:33][CH:32]=[CH:31][C:30]=3[F:34])[N:13]=2)=[CH:23][CH:22]=1. Procedure details: The title compound (0.07 g) was prepared from 3-(4-chloro-phenyl)-4,5,7,8-tetrahydro-1H-1,2,6-triaza-azulene-6-carboxylic acid tert-butyl ester (Example 103, Step B; 1 mmol) using 2,6-difluorobenzyl chloride (1.5 mmol) in place of 2-chloromethyl-thiophene. The reaction sequence also yielded 3-(4-chloro-phenyl)-2-(2,6-difluoro-benzyl)-4,5,7,8-tetrahydro-2H-1,2,6-triaza-azulene-6-carboxylic acid tert-butyl ester in the alkylation step. MS (ESI): exact mass calculated for C20H18ClF2N3, 373.12. foun... The reactants are CN(C)C=O, Clc1nc2ccccc2s1, OCCN1CCC(Nc2nc3ccccc3n2Cc2ccc(F)cc2)CC1, [H-], [Na+]. Product: Fc1ccc(Cn2c(NC3CCN(CCOc4nc5ccccc5s4)CC3)nc3ccccc32)cc1. As a reaction SMILES: [CH3:40][N:41]([CH3:42])[CH:43]=[O:44].[Cl:30][c:31]1[s:32][c:33]2[c:34]([n:35]1)[cH:36][cH:37][cH:38][cH:39]2.[F:1][c:2]1[cH:3][cH:4][c:5]([CH2:8][n:9]2[c:10]([NH:18][CH:19]3[CH2:20][CH2:21][N:22]([CH2:25][CH2:26][OH:27])[CH2:23][CH2:24]3)[n:11][c:12]3[c:13]2[cH:14][cH:15][cH:16][cH:17]3)[cH:6][cH:7]1.[H-:28].[Na+:29]>>[F:1][c:2]1[cH:3][cH:4][c:5]([CH2:8][n:9]2[c:10]([NH:18][CH:19]3[CH2:20][CH2:21][N:22]([CH2:25][CH2:26][O:27][c:31]4[s:32][c:33]5[c:34]([n:35]4)[cH:36][cH:37][cH:38][cH:39]5)[CH2:23][CH2:24]3)[n:11][c:12]3[c:13]2[cH:14][cH:15][cH:16][cH:17]3)[cH:6][cH:7]1. Reactants: CC(O)C#N, CCOCC, CC(C)NC(C)C, [Mg+2], O=S(=O)([O-])[O-]. Product: CC(C)N(C(C)C)C(C)C#N. As a reaction SMILES: [C:14]([CH:15]([OH:16])[CH3:17])#[N:18].[CH3:19][CH2:20][O:21][CH2:22][CH3:23].[CH:7]([CH3:8])([CH3:9])[NH:10][CH:11]([CH3:12])[CH3:13].[Mg+2:1].[O-:2][S:3](=[O:4])(=[O:5])[O-:6]>>[CH:7]([CH3:8])([CH3:9])[N:10]([CH:11]([CH3:12])[CH3:13])[CH:15]([C:14]#[N:18])[CH3:17]. Reactants: CCO, [Cl-], [Fe], N#Cc1cc([N+](=O)[O-])ccc1N1CCC(N2CCCCC2)CC1, [NH4+], O. Yields the product N#Cc1cc(N)ccc1N1CCC(N2CCCCC2)CC1. Reaction SMILES: [CH3:28][CH2:29][OH:30].[Cl-:1].[Fe:27].[N+:4]([O-:5])(=[O:6])[c:7]1[cH:8][cH:9][c:10]([N:15]2[CH2:16][CH2:17][CH:18]([N:21]3[CH2:22][CH2:23][CH2:24][CH2:25][CH2:26]3)[CH2:19][CH2:20]2)[c:11]([C:12]#[N:13])[cH:14]1.[NH4+:2].[OH2:3]>>[NH2:4][c:7]1[cH:8][cH:9][c:10]([N:15]2[CH2:16][CH2:17][CH:18]([N:21]3[CH2:22][CH2:23][CH2:24][CH2:25][CH2:26]3)[CH2:19][CH2:20]2)[c:11]([C:12]#[N:13])[cH:14]1. Reactants: FC=1C=C(C=CC1)C1=CSC=2CN(CC(OC21)C)C(=O)OC(C)(C)C (tert-Butyl 8-(3-fluorophenyl)-2-methyl-2,3-dihydrothieno[2,3-f][1,4]oxazepine-4(5H)-carboxylate), C(C)(=O)OCC.Cl (hydrogen chloride-ethyl acetate). Product: COC=1C=C(C=CC1)C1=CSC=2CNCC(OC21)C (8-(3-methoxyphenyl)-2-methyl-2,3,4,5-tetrahydrothieno[2,3-f][1,4]oxazepine). Isolated yield 92.0%. As a reaction SMILES: F[C:2]1[CH:3]=[C:4]([C:8]2[C:17]3[O:16][CH:15]([CH3:18])[CH2:14][N:13](C(OC(C)(C)C)=O)[CH2:12][C:11]=3[S:10][CH:9]=2)[CH:5]=[CH:6][CH:7]=1.[C:26](OCC)(=[O:28])C.Cl>>[CH3:26][O:28][C:2]1[CH:3]=[C:4]([C:8]2[C:17]3[O:16][CH:15]([CH3:18])[CH2:14][NH:13][CH2:12][C:11]=3[S:10][CH:9]=2)[CH:5]=[CH:6][CH:7]=1 |f:1.2|. Procedure details: tert-Butyl 8-(3-fluorophenyl)-2-methyl-2,3-dihydrothieno[2,3-f][1,4]oxazepine-4(5H)-carboxylate (274 mg) was stirred in 4N hydrogen chloride-ethyl acetate solution (5 mL) for 30 min. The precipitated crystals were washed with ethyl acetate to give 8-(3-fluorophenyl)-2-methyl-2,3,4,5-tetrahydrothieno[2,3-f][1,4]oxazepine 1 hydrochloride (207 mg, 92%) as colorless crystals. Reactants: O (water), O1[C@H]2[C@@H]1[C@]1(CC)[C@@H](C2)[C@@H]2CCC=3C=C(C=CC3[C@H]2CC1)OC (16α,17α-epoxy-3-methoxy-18-methyl-1,3,5(10)-estratriene), C(C)(C)(C)[Li] (tert.-butyllithium). Solvent: CCOCC (ether), CCCCC (pentane), CCOCC (ether). Reaction conditions: time 1 hour. Product: COC1=CC=2CC[C@H]3[C@@H]4C=C[C@H]([C@@]4(CC)CC[C@@H]3C2C=C1)O (3-methoxy-18-methyl-1,3,5(10),15-estratetraen-17α-ol). RXN SMILES: C([Li])(C)(C)C.[O:6]1[C@H:8]2[C@:9]3([CH2:25][CH2:24][C@H:23]4[C@@H:14]([CH2:15][CH2:16][C:17]5[CH:18]=[C:19]([O:26][CH3:27])[CH:20]=[CH:21][C:22]=54)[C@@H:12]3[CH2:13][C@@H:7]12)[CH2:10][CH3:11].O>CCCCC.CCOCC>[CH3:27][O:26][C:19]1[CH:20]=[CH:21][C:22]2[C@@H:23]3[C@H:14]([C@H:12]4[C@@:9]([CH2:25][CH2:24]3)([CH2:10][CH3:11])[C@H:8]([OH:6])[CH:7]=[CH:13]4)[CH2:15][CH2:16][C:17]=2[CH:18]=1. Procedure: At 0° C. and under argon, 4 ml. of a 2-molar tert.-butyllithium solution in pentane is added to 450 mg. of 16α,17α-epoxy-3-methoxy-18-methyl-1,3,5(10)-estratriene in 12 ml. of ether. After 1 hour, the solution is diluted with ether, gently mixed with water, washed neutral, and dried over sodium sulfate. After purifying the crude product by preparative layer chromatography (system: hexane/ethyl acetate = 7 : 3), 140 mg. of 3-methoxy-18-methyl-1,3,5(10),15-estratetraen-17α-ol is obtained as an oil... Yields the product CCCC1=C(SCC)C(=O)c2oc(Cc3ccc(OC)cc3)c(C)c2C1=O. Starting materials: CCS, CCCC1=CC(=O)c2oc(Cc3ccc(OC)cc3)c(C)c2C1=O, CO. Reaction SMILES: [CH2:25]([CH3:26])[SH:27].[CH3:1][O:2][c:3]1[cH:4][cH:5][c:6]([CH2:7][c:8]2[o:9][c:10]3[c:11]([c:12]2[CH3:13])[C:14](=[O:22])[C:15]([CH2:19][CH2:20][CH3:21])=[CH:16][C:17]3=[O:18])[cH:23][cH:24]1.[CH3:28][OH:29]>>[CH3:1][O:2][c:3]1[cH:4][cH:5][c:6]([CH2:7][c:8]2[o:9][c:10]3[c:11]([c:12]2[CH3:13])[C:14](=[O:22])[C:15]([CH2:19][CH2:20][CH3:21])=[C:16]([S:27][CH2:25][CH3:26])[C:17]3=[O:18])[cH:23][cH:24]1.